Dataset: the Open Reaction Database (ORD), a public repository of structured organic reaction records. Task: describe an organic reaction: reactants, conditions, products, and yield Starting materials: FC(C(=O)O)(F)F (Trifluoroacetic acid), C(C)(C)(C)OC(NC1=CC=2N(C=C1Br)C=C(N2)C2=CC=CC=C2)=O ((6-bromo-2-phenyl-imidazo[1,2-a]pyridin-7-yl)-carbamic acid tert-butyl ester). Run in C(Cl)Cl (CH2Cl2). Run at time 8 hour. Yields the product BrC=1C(=CC=2N(C1)C=C(N2)C2=CC=CC=C2)N (6-Bromo-2-phenyl-imidazo[1,2-a]pyridin-7-ylamine). As a reaction SMILES: FC(F)(F)C(O)=O.C(OC(=O)[NH:14][C:15]1[C:20]([Br:21])=[CH:19][N:18]2[CH:22]=[C:23]([C:25]3[CH:30]=[CH:29][CH:28]=[CH:27][CH:26]=3)[N:24]=[C:17]2[CH:16]=1)(C)(C)C>C(Cl)Cl>[Br:21][C:20]1[C:15]([NH2:14])=[CH:16][C:17]2[N:18]([CH:22]=[C:23]([C:25]3[CH:30]=[CH:29][CH:28]=[CH:27][CH:26]=3)[N:24]=2)[CH:19]=1. Reported procedure: Trifluoroacetic acid (15 ml) was added to a solution of (6-bromo-2-phenyl-imidazo[1,2-a]pyridin-7-yl)-carbamic acid tert-butyl ester (2.75 g, 7.1 mmol) in CH2Cl2 (15 ml), and the mixture was stirred at r.t. overnight. The mixture was then washed (water, 2×50 ml), dried (Na2SO4), and the solvent was evaporated to give a first crop of the desired product. The water layer was made alkaline by addition of NaOH (conc. 14 ml), and extracted with dichloromethane. The combined organic layers were dried ... Reactants: resultant solution, COCCOS(=O)(=O)C (Methanesulfonic acid 2-methoxyethyl ester), ClC1=C(C=C(C=C1)O)B1OC(C(O1)(C)C)(C)C (2-[2-chloro-5-hydroxyphenyl]-4,4,5,5-tetramethyl-[1,3,2]-dioxaborolane), C([O-])([O-])=O.[K+].[K+] (Potassium carbonate). Run in CN(C(C)=O)C (N,N-dimethylacetamide). Product: ClC1=C(C=C(C=C1)OCCOC)B1OC(C(O1)(C)C)(C)C (2-[2-chloro-5-(2-methoxyethoxy)-phenyl]-4,4,5,5-tetramethyl-[1,3,2]-dioxaborolane). Reaction SMILES: [CH3:1][O:2][CH2:3][CH2:4]OS(C)(=O)=O.[Cl:10][C:11]1[CH:16]=[CH:15][C:14]([OH:17])=[CH:13][C:12]=1[B:18]1[O:22][C:21]([CH3:24])([CH3:23])[C:20]([CH3:26])([CH3:25])[O:19]1.C(=O)([O-])[O-].[K+].[K+]>CN(C)C(=O)C>[Cl:10][C:11]1[CH:16]=[CH:15][C:14]([O:17][CH2:4][CH2:3][O:2][CH3:1])=[CH:13][C:12]=1[B:18]1[O:22][C:21]([CH3:24])([CH3:23])[C:20]([CH3:26])([CH3:25])[O:19]1 |f:2.3.4|. Procedure: Methanesulfonic acid 2-methoxyethyl ester (70.5 mg, 0.50 mmol) and 2-[2-chloro-5-hydroxyphenyl]-4,4,5,5-tetramethyl-[1,3,2]-dioxaborolane (Preparation 66,100 mg, 0.42 mmol) were stirred together in N,N-dimethylacetamide (4 ml). Potassium carbonate (58 mg, 0.42 mmol) was added and the resultant solution was heated to 100° C. for 10 hours. The reaction mixture was cooled then quenched with water (10 ml) and extracted with ethylacetate (10 ml). The organic layer was dried over anhydrous MgSO4 (s), ...